Dataset: the Open Reaction Database (ORD), a public repository of structured organic reaction records. Task: describe an organic reaction: reactants, conditions, products, and yield Reactants: CN(C)C=O, O=C(O)c1ccc(Cl)c2c1C(=O)c1ccccc1C2=O. Yields the product O=C1c2ccccc2C(=O)c2c(Cl)cccc21. Reaction SMILES: [CH3:21][N:22]([CH3:23])[CH:24]=[O:25].[Cl:1][c:2]1[cH:3][cH:4][c:5]([C:18]([OH:19])=[O:20])[c:6]2[c:15]1[C:14](=[O:16])[c:13]1[c:8]([cH:9][cH:10][cH:11][cH:12]1)[C:7]2=[O:17]>>[Cl:1][c:2]1[cH:3][cH:4][cH:5][c:6]2[c:15]1[C:14](=[O:16])[c:13]1[c:8]([cH:9][cH:10][cH:11][cH:12]1)[C:7]2=[O:17]. Reactants: Oc1ccc(-c2cn3cc(Br)ccc3n2)cc1, O=C([O-])[O-], ClC(Cl)Cl, Cc1ccc(S(=O)(=O)OCCF)cc1, [K+], [K+], O. Yields the product FCCOc1ccc(-c2cn3cc(Br)ccc3n2)cc1. RXN SMILES: [Br:1][c:2]1[cH:3][cH:4][c:5]2[n:6]([cH:7]1)[cH:8][c:9](-[c:11]1[cH:12][cH:13][c:14]([OH:17])[cH:15][cH:16]1)[n:10]2.[C:18](=[O:19])([O-:20])[O-:21].[CH:39]([Cl:40])([Cl:41])[Cl:42].[F:24][CH2:25][CH2:26][O:27][S:28]([c:29]1[cH:30][cH:31][c:32]([CH3:33])[cH:34][cH:35]1)(=[O:36])=[O:37].[K+:22].[K+:23].[OH2:38]>>[Br:1][c:2]1[cH:3][cH:4][c:5]2[n:6]([cH:7]1)[cH:8][c:9](-[c:11]1[cH:12][cH:13][c:14]([O:17][CH2:26][CH2:25][F:24])[cH:15][cH:16]1)[n:10]2. Reactants: C(#N)C1=CC=C(CC23C(N(C(N3CCC2)=O)C2=CC(=C(C(=C2)Cl)OC)Cl)=O)C=C1 (5-(4-Cyanobenzyl)-3-(3,5-dichloro-4-methoxyphenyl)-1,3-diazabicyclo[3.3.0]octane-2,4-dione), Br (HBr), CCOC(=O)C (EtOAc). The product is COC(=O)C1=CC=C(CC23C(N(C(N3CCC2)=O)C2=CC(=C(C(=C2)Cl)O)Cl)=O)C=C1 (5-(4-Methoxycarbonylbenzyl)-3-(3,5-dichloro-4-hydroxyphenyl)-1,3-diazabicyclo[3.3.0]octane-2,4-dione). RXN SMILES: C(C1[CH:29]=[CH:28][C:6]([CH2:7][C:8]23[CH2:15][CH2:14][CH2:13][N:12]2[C:11](=[O:16])[N:10]([C:17]2[CH:22]=[C:21]([Cl:23])[C:20]([O:24]C)=[C:19]([Cl:26])[CH:18]=2)[C:9]3=[O:27])=[CH:5][CH:4]=1)#N.Br.C[CH2:32][O:33][C:34]([CH3:36])=[O:35]>>[CH3:32][O:33][C:34]([C:36]1[CH:4]=[CH:5][C:6]([CH2:7][C:8]23[CH2:15][CH2:14][CH2:13][N:12]2[C:11](=[O:16])[N:10]([C:17]2[CH:22]=[C:21]([Cl:23])[C:20]([OH:24])=[C:19]([Cl:26])[CH:18]=2)[C:9]3=[O:27])=[CH:28][CH:29]=1)=[O:35]. Procedure: A mixture of the compound from Example 139 (20 mg) and aqueous HBr (5 mL) was heated under reflux for 40 minutes. EtOAc was added and the organic layer was separated. The aqueous layer was extracted with EtOAC. The combined organic layers were dried over Na2SO4, filtered and evaporated. The residue was purified by preparative TLC (EtOAc). The obtained material was dissolved in MeOH (2 mL) and few drops of SOCl2 were added. The reaction mixture was heated under reflux for 1 hour. The residue was ... The reactants are O (H2O), [H-].[H-].[H-].[H-].[Li+].[Al+3] (LAH), C(C)OC(=O)C1CCN(CC1)C=1C=NC(=CC1)OC (6′-methoxy-3,4,5,6-tetrahydro-2H-[1,3′]bipyridinyl-4-carboxylic acid ethyl ester). The reagents and catalysts are O (H2O), [OH-].[Na+] (NaOH). Run in C1CCOC1 (THF), C1CCOC1 (THF). Run at temperature 0 celsius. Product: COC1=CC=C(C=N1)N1CCC(CC1)CO ((6′-methoxy-3,4,5,6-tetrahydro-2H-[1,3′]bipyridinyl-4-yl)-methanol). As a reaction SMILES: [H-].[H-].[H-].[H-].[Li+].[Al+3].C([O:9][C:10]([CH:12]1[CH2:17][CH2:16][N:15]([C:18]2[CH:19]=[N:20][C:21]([O:24][CH3:25])=[CH:22][CH:23]=2)[CH2:14][CH2:13]1)=O)C.O>C1COCC1.O.[OH-].[Na+]>[CH3:25][O:24][C:21]1[N:20]=[CH:19][C:18]([N:15]2[CH2:16][CH2:17][CH:12]([CH2:10][OH:9])[CH2:13][CH2:14]2)=[CH:23][CH:22]=1 |f:0.1.2.3.4.5,10.11|. Reported procedure: A round bottom flask is charged with anhydrous THF (8 mL) and LAH (122 mg, 3.17 mmol) is added. The contents are placed under N2 and cooled to 0° C. To this is added a solution of 6′-methoxy-3,4,5,6-tetrahydro-2H-[1,3′]bipyridinyl-4-carboxylic acid ethyl ester (400 mg, 1.51 mmol) in THF (2 ml) over 5 min. The reaction is allowed to come to r.t. and continue to stir for an additional hour. 4 drops of H2O are added, followed by 4 drops of 15% NaOH(aq) and allowed to stir at r.t. for 20 min. 0.5 mL...